This data is from the Open Reaction Database (ORD), a public repository of structured organic reaction records. The task is: describe an organic reaction: reactants, conditions, products, and yield Starting materials: O=C1CCN(C(=O)OCc2ccccc2)c2ccccc21, CC(C)O, Cl, [K+], [OH-]. Yields the product O=C(OCc1ccccc1)N1CCC(O)c2ccccc21. As a reaction SMILES: [CH2:1]([c:2]1[cH:3][cH:4][cH:5][cH:6][cH:7]1)[O:8][C:9](=[O:10])[N:11]1[CH2:12][CH2:13][C:14](=[O:21])[c:15]2[cH:16][cH:17][cH:18][cH:19][c:20]21.[CH:25]([OH:26])([CH3:27])[CH3:28].[ClH:24].[K+:23].[OH-:22]>>[CH2:1]([c:2]1[cH:3][cH:4][cH:5][cH:6][cH:7]1)[O:8][C:9](=[O:10])[N:11]1[CH2:12][CH2:13][CH:14]([OH:21])[c:15]2[cH:16][cH:17][cH:18][cH:19][c:20]21. The solvent is C(=O)(C(F)(F)F)O (TFA). Product: CC1=C2CCOC(C2=CC=C1)C(=O)O (5-Methylisochroman-1-carboxylic acid). Isolated yield 92.1%. The reactants are CC1=C(C=CC=C1)CCO (2-(2-methylphenyl)ethanol), OC(C(=O)O)O (2,2-dihydroxyacetic acid). Procedure details: The mixture of 2-(2-methylphenyl)ethanol (2 g), TFA (10 ml) and 2,2-dihydroxyacetic acid (1.5 g) was refluxed for 23 hrs and volatiles were evaporated. Separation method I yielded the title compound (2.6 g) as an off-white solid. Alternatively, sulphuric acid can be used in cyclization. As a reaction SMILES: [CH3:1][C:2]1[CH:7]=[CH:6][CH:5]=[CH:4][C:3]=1[CH2:8][CH2:9][OH:10].[OH:11][CH:12]([OH:16])[C:13](O)=O>C(O)(C(F)(F)F)=O>[CH3:1][C:2]1[CH:7]=[CH:6][CH:5]=[C:4]2[C:3]=1[CH2:8][CH2:9][O:10][CH:13]2[C:12]([OH:16])=[O:11]. Starting materials: compound, C(=O)([O-])[O-].[K+].[K+] (K2CO3), BrC(C)C=1OC(C2=CC=CC=C2C1C1=CN=CS1)=O (3-(1-bromoethyl)-4-(thiazol-5-yl)-1H-isochromen-1-one), N1N=CC=2C1=NC=NC2N (1H-pyrazolo[3,4-d]pyrimidin-4-amine). Run in CN(C)C=O (DMF). Product: NC1=C2C(=NC=N1)N(N=C2)C(C)C=2OC(C1=CC=CC=C1C2C2=CN=CS2)=O (3-(1-(4-Amino-1H-pyrazolo[3,4-d]pyrimidin-1-yl)ethyl)-4-(thiazol-5-yl)-1H-isochromen-1-one). The yield is 52.7%. As a reaction SMILES: Br[CH:2]([C:4]1[O:5][C:6](=[O:19])[C:7]2[C:12]([C:13]=1[C:14]1[S:18][CH:17]=[N:16][CH:15]=1)=[CH:11][CH:10]=[CH:9][CH:8]=2)[CH3:3].[NH:20]1[C:24]2=[N:25][CH:26]=[N:27][C:28]([NH2:29])=[C:23]2[CH:22]=[N:21]1.C([O-])([O-])=O.[K+].[K+]>CN(C=O)C>[NH2:29][C:28]1[N:27]=[CH:26][N:25]=[C:24]2[N:20]([CH:2]([C:4]3[O:5][C:6](=[O:19])[C:7]4[C:12]([C:13]=3[C:14]3[S:18][CH:17]=[N:16][CH:15]=3)=[CH:11][CH:10]=[CH:9][CH:8]=4)[CH3:3])[N:21]=[CH:22][C:23]=12 |f:2.3.4|. Reported procedure: The title compound was made in a similar way as that of the compound of example 15, 3-(1-bromoethyl)-4-(thiazol-5-yl)-1H-isochromen-1-one (intermediate C12, 56 mg, 0.17 mmol), 1H-pyrazolo[3,4-d]pyrimidin-4-amine (45 mg, 0.33 mmol) and K2CO3 (46 mg, 0.33 mmol) in DMF (1 ml) at 80° C. for 3 hrs to give the title compound (35 mg, 54%). Reactants: ice water, BrC=1C=C(C(=C(C1)C(F)(F)F)Cl)Cl (5-bromo-2,3-dichlorobenzotrifluoride), C(C)(C)OC(C)C (diisopropyl ether), C(CCC)[Li] (n-butyllithium), BrC(=C)C(F)(F)F (2-bromo-3,3,3-trifluoropropene), C([O-])([O-])=O.[K+].[K+] (potassium carbonate), COB(OC)OC (trimethoxyborane). The reagents and catalysts are CC(C)C1=C(C(=CC=C1)C(C)C)N2C=CN(C2=[Pd])C3=C(C=CC=C3C(C)C)C(C)C.CC(C)C1=C(C(=CC=C1)C(C)C)N2C=CN(C2=[Pd])C3=C(C=CC=C3C(C)C)C(C)C.C1=CC=C2C(=O)C=CC(=O)C2=C1.C1=CC=C2C(=O)C=CC(=O)C2=C1 (1,3-bis(2,6-diisopropylphenyl)imidazol-2-ylidene(1,4-naphthoquinone)palladium(0) dimer). The solvent is C(C)(=O)OCC (ethyl acetate), CCCCCC (hexane), CCCCCC (hexane), O (water), O1CCCC1 (tetrahydrofuran). Run at time 0.5 hour. The product is ClC=1C=C(C=C(C1Cl)C(F)(F)F)C(=C)C(F)(F)F (3,4-Dichloro-5-trifluoromethyl-1-[1-(trifluoromethyl)ethenyl]benzene). The yield is 79.1%. Reaction SMILES: Br[C:2]1[CH:3]=[C:4]([Cl:13])[C:5]([Cl:12])=[C:6]([C:8]([F:11])([F:10])[F:9])[CH:7]=1.C(OC(C)C)(C)C.C([Li])CCC.COB(OC)OC.Br[C:34]([C:36]([F:39])([F:38])[F:37])=[CH2:35].C(=O)([O-])[O-].[K+].[K+]>CCCCCC.O1CCCC1.CC(C1C=CC=C(C(C)C)C=1N1C(=[Pd])N(C2C(C(C)C)=CC=CC=2C(C)C)C=C1)C.CC(C1C=CC=C(C(C)C)C=1N1C(=[Pd])N(C2C(C(C)C)=CC=CC=2C(C)C)C=C1)C.C1C=C2C(C(C=CC2=O)=O)=CC=1.C1C=C2C(C(C=CC2=O)=O)=CC=1.C(OCC)(=O)C.O>[Cl:13][C:4]1[CH:3]=[C:2]([C:34]([C:36]([F:39])([F:38])[F:37])=[CH2:35])[CH:7]=[C:6]([C:8]([F:11])([F:10])[F:9])[C:5]=1[Cl:12] |f:5.6.7,10.11.12.13|. Reported procedure: To a stirred solution of 5-bromo-2,3-dichlorobenzotrifluoride (26.2 g) and diisopropyl ether (9.1 g) in hexane (250 mL) at −10° C. was added dropwise 1.55M n-butyllithium in hexane (57.5 mL). After stirring at same temperature for 0.5 hour, trimethoxyborane (9.26 g) in tetrahydrofuran (30 mL) was added dropwise. After a further 10 minutes, water (150 mL), 2-bromo-3,3,3-trifluoropropene (23.4 g), potassium carbonate (36.9 g) and 1,3-bis(2,6-diisopropylphenyl)imidazol-2-ylidene(1,4-naphthoquinone)... Starting materials: CCCCCCCCCCCCCCCCCC#N, [H][H], [Na+], [OH-], O. Product: CCCCCCCCCCCCCCCCCCN. As a reaction SMILES: [C:1]([CH2:2][CH2:3][CH2:4][CH2:5][CH2:6][CH2:7][CH2:8][CH2:9][CH2:10][CH2:11][CH2:12][CH2:13][CH2:14][CH2:15][CH2:16][CH2:17][CH3:18])#[N:19].[H:22][H:23].[Na+:21].[OH-:20].[OH2:24]>>[CH2:1]([CH2:2][CH2:3][CH2:4][CH2:5][CH2:6][CH2:7][CH2:8][CH2:9][CH2:10][CH2:11][CH2:12][CH2:13][CH2:14][CH2:15][CH2:16][CH2:17][CH3:18])[NH2:19]. The reactants are C(C)OC(CCCOC=1C=CC=C2C=C(C(OC12)=O)C#N)=O (4-(3-cyano-2-oxo-8-chromenyloxy)butyric acid ethyl ester), aqueous solution, [OH-].[Na+] (sodium hydroxide), Cl (hydrochloric acid), ice water. Run in C(C)O (ethanol). Conditions: time 5 minute. Yields the product C(#N)C=1C(OC2=C(C=CC=C2C1)OCCCC(=O)O)=O (4-(3-cyano-2-oxo-8-chromenyloxy)butyric acid). RXN SMILES: C([O:3][C:4](=[O:22])[CH2:5][CH2:6][CH2:7][O:8][C:9]1[CH:10]=[CH:11][CH:12]=[C:13]2[C:18]=1[O:17][C:16](=[O:19])[C:15]([C:20]#[N:21])=[CH:14]2)C.[OH-].[Na+].Cl>C(O)C>[C:20]([C:15]1[C:16](=[O:19])[O:17][C:18]2[C:13]([CH:14]=1)=[CH:12][CH:11]=[CH:10][C:9]=2[O:8][CH2:7][CH2:6][CH2:5][C:4]([OH:22])=[O:3])#[N:21] |f:1.2|. Procedure details: After 10 ml of ethanol was added to 6.0 g of 4-(3-cyano-2-oxo-8-chromenyloxy)butyric acid ethyl ester, 50 ml of 2N aqueous solution of sodium hydroxide was added to the mixture and the resultant was stirred for 5 minutes at room temperature. Then the reaction mixture was poured into a mixture of 10 ml of concentrated hydrochloric acid and 200 ml of ice water and a precipitate was filtered, which was recrystallized to give a desired compound. As a reaction SMILES: [Br:1][c:2]1[c:3]([CH2:12][CH2:13][C:14](=[O:15])[OH:16])[c:4]([C:8]([F:9])([F:10])[F:11])[cH:5][cH:6][cH:7]1.[CH2:17]([Li:18])[CH2:19][CH2:20][CH3:21]>>[c:2]12[c:3]([c:4]([C:8]([F:9])([F:10])[F:11])[cH:5][cH:6][cH:7]1)[CH2:12][CH2:13][C:14]2=[O:16]. Starting materials: O=C(O)CCc1c(Br)cccc1C(F)(F)F, [Li]CCCC. Yields the product O=C1CCc2c1cccc2C(F)(F)F.